The task is: describe an organic reaction: reactants, conditions, products, and yield. This data is from the Open Reaction Database (ORD), a public repository of structured organic reaction records. Reactants: ClC1=C(C(=O)C2=CC(=CN2)C(=O)OC)C=CC(=C1)Cl (Methyl 5-(2,4-dichlorobenzoyl)pyrrole-3-carboxylate), [OH-].[Na+] (sodium hydroxide). Run in CO (methanol). Yields the product ClC1=C(C(=O)C2=CC(=CN2)C(=O)O)C=CC(=C1)Cl (5-(2,4-Dichlorobenzoyl)pyrrole-3-carboxylic Acid). As a reaction SMILES: [Cl:1][C:2]1[CH:18]=[C:17]([Cl:19])[CH:16]=[CH:15][C:3]=1[C:4]([C:6]1[NH:10][CH:9]=[C:8]([C:11]([O:13]C)=[O:12])[CH:7]=1)=[O:5].[OH-].[Na+]>CO>[Cl:1][C:2]1[CH:18]=[C:17]([Cl:19])[CH:16]=[CH:15][C:3]=1[C:4]([C:6]1[NH:10][CH:9]=[C:8]([C:11]([OH:13])=[O:12])[CH:7]=1)=[O:5] |f:1.2|. Procedure details: Methyl 5-(2,4-dichlorobenzoyl)pyrrole-3-carboxylate (3.0 g.) was refluxed for 2.5 hours in 35 ml. of methanol and 35 ml. of 1 N sodium hydroxide. The methanol was evaporated, and approximately one volume of water was added to the aqueous residue. The mixture was extracted twice with ether, and acidified with conc. hydrochloric acid to yield 2.12 g. of crude product, recovered by filtration. Recrystallization from methanol, which included an activated carbon treatment, afforded purified 5-(2,4-di... Starting materials: SC1=NC2=CC=CC=C2C(N1C)=O (2-Mercapto-3-methyl-4(3H)-quinazolinone), [OH-].[Na+] (sodium hydroxide), ClC1=CC=C(C(=O)C2=CC=C(CBr)C=C2)C=C1 (4-(4-chlorobenzoyl)benzyl bromide). Solvent: C(C)O (ethanol), CN(C)C=O (DMF), O (water). Reaction conditions: time 1 hour. Product: ClC1=CC=C(C(=O)C2=CC=C(CSC3=NC4=CC=CC=C4C(N3C)=O)C=C2)C=C1 (2-[4-(4-Chlorobenzoyl)benzyl]thio-3-methyl-4(3H)-quinazolinone). The yield is 58.9%. Reaction SMILES: [SH:1][C:2]1[N:11]([CH3:12])[C:10](=[O:13])[C:9]2[C:4](=[CH:5][CH:6]=[CH:7][CH:8]=2)[N:3]=1.[OH-].[Na+].[Cl:16][C:17]1[CH:32]=[CH:31][C:20]([C:21]([C:23]2[CH:30]=[CH:29][C:26]([CH2:27]Br)=[CH:25][CH:24]=2)=[O:22])=[CH:19][CH:18]=1>C(O)C.CN(C=O)C.O>[Cl:16][C:17]1[CH:18]=[CH:19][C:20]([C:21]([C:23]2[CH:30]=[CH:29][C:26]([CH2:27][S:1][C:2]3[N:11]([CH3:12])[C:10](=[O:13])[C:9]4[C:4](=[CH:5][CH:6]=[CH:7][CH:8]=4)[N:3]=3)=[CH:25][CH:24]=2)=[O:22])=[CH:31][CH:32]=1 |f:1.2|. Procedure details: 2-Mercapto-3-methyl-4(3H)-quinazolinone (1.0 g) as synthesized by the method described in Chemical Pharmaceutical Bulletin 17, 2357, 1969 and sodium hydroxide (250 mg) were dissolved in 50% ethanol (15 ml)-DMF (15 ml). To this solution was added 4-(4-chlorobenzoyl)benzyl bromide (1.8 g) and the mixtrue was stirred at room temperature for 1 hour. This-reaction mixture was poured in water and the resulting crystals were collected by filtration, rinsed with water and methanol, and recrystallized fr... Reported procedure: To an ice-cooled solution of 2-(2-isopropyl-5-methyl-2H-[1,2,4]triazol-3-yl)-9-(1-isopropylpiperidin-4-ylsulfanyl)-4,5-dihydro-6-oxa-1,3a-diazabenzo[e]azulene from Example 6 (146 mg, 0.313 mmol) in DCM (10 mL) was added TFA (72 μL, 0.939 mmol) followed by a solution of m-CPBA (59 mg, 0.344 mmol) in DCM (2 mL). The resulting mixture was stirred for 1 h at 0° C. then volatiles were removed under reduced pressure. The crude material was purified by column chromatography (C18, gradient 15-40% MeOH i... Reaction conditions: temperature 0 celsius, time 1 hour. Reaction SMILES: [CH:1]([N:4]1[C:8]([C:9]2[N:18]=[C:17]3[N:11]([CH2:12][CH2:13][O:14][C:15]4[CH:22]=[CH:21][C:20]([S:23][CH:24]5[CH2:29][CH2:28][N:27]([CH:30]([CH3:32])[CH3:31])[CH2:26][CH2:25]5)=[CH:19][C:16]=43)[CH:10]=2)=[N:7][C:6]([CH3:33])=[N:5]1)([CH3:3])[CH3:2].C(O)(C(F)(F)F)=[O:35].C1C=C(Cl)C=C(C(OO)=O)C=1>C(Cl)Cl>[CH:1]([N:4]1[C:8]([C:9]2[N:18]=[C:17]3[C:16]4[CH:19]=[C:20]([S:23]([CH:24]5[CH2:29][CH2:28][N:27]([CH:30]([CH3:32])[CH3:31])[CH2:26][CH2:25]5)=[O:35])[CH:21]=[CH:22][C:15]=4[O:14][CH2:13][CH2:12][N:11]3[CH:10]=2)=[N:7][C:6]([CH3:33])=[N:5]1)([CH3:3])[CH3:2]. Yields the product C(C)(C)N1N=C(N=C1C=1N=C2N(CCOC3=C2C=C(C=C3)S(=O)C3CCN(CC3)C(C)C)C1)C (2-(1-isopropyl-3-methyl-1H-1,2,4-triazol-5-yl)-10-(1-isopropylpiperidin-4-ylsulfinyl)-5,6-dihydrobenzo[f]imidazo[1,2-d][1,4]oxazepine). Run in C(Cl)Cl (DCM), C(Cl)Cl (DCM). The reactants are C(=O)(C(F)(F)F)O (TFA), C1=CC(=CC(=C1)Cl)C(=O)OO (m-CPBA), ice, C(C)(C)N1N=C(N=C1C1=CN2CCOC3=C(C2=N1)C=C(C=C3)SC3CCN(CC3)C(C)C)C (2-(2-Isopropyl-5-methyl-2H-[1,2,4]triazol-3-yl)-9-(1-isopropylpiperidin-4-ylsulfanyl)-4,5-dihydro-6-oxa-1,3a-diazabenzo[e]azulene). Reactants: potassium tert.butylate, CO[C@@H]1CC[C@H](CC1)[C@@H]1CC[C@H](CC1)CCC=O (3-[trans-4-(trans-4-methoxycyclohexyl)cyclohexyl]propionaldehyde), COC(C)(C)C (tert.butyl methyl ether), COC(C)(C)C (tert.butyl methyl ether). Reagents/catalysts: [Br-].C(C)[P+](C1=CC=CC=C1)(C1=CC=CC=C1)C1=CC=CC=C1 (ethyltriphenylphosphonium bromide). Conditions: temperature 0 celsius, time 1 hour. Product: C(CC=CC)[C@@H]1CC[C@H](CC1)[C@@H]1CC[C@H](CC1)OC (trans-4-(3-pentenyl)-1-(trans-4-methoxycyclohexyl)cyclohexane). RXN SMILES: [CH3:1][O:2][C@H:3]1[CH2:8][CH2:7][C@H:6]([C@H:9]2[CH2:14][CH2:13][C@H:12]([CH2:15][CH2:16][CH:17]=O)[CH2:11][CH2:10]2)[CH2:5][CH2:4]1.CO[C:21](C)(C)[CH3:22]>[Br-].C([P+](C1C=CC=CC=1)(C1C=CC=CC=1)C1C=CC=CC=1)C>[CH2:15]([C@H:12]1[CH2:13][CH2:14][C@H:9]([C@H:6]2[CH2:7][CH2:8][C@H:3]([O:2][CH3:1])[CH2:4][CH2:5]2)[CH2:10][CH2:11]1)[CH2:16][CH:17]=[CH:21][CH3:22] |f:2.3|. Procedure: 2.65 g of ethyltriphenylphosphonium bromide were suspended in 40 ml of tert.butyl methyl ether while gassing with argon. The suspension was treated at room temperature with 797 mg of potassium tert.butylate and stirred for 1 hour. The mixture was subsequently cooled to 0° C., treated dropwise within 3 minutes with a solution of 1.1 g of 3-[trans-4-(trans-4-methoxycyclohexyl)cyclohexyl]propionaldehyde in 15 ml of tert.butyl methyl ether and then left to warm slowly to room temperature while stirr... The reactants are FC(C1=CC=C(C=C1)NN)(F)F (4-Trifluoromethylphenyl hydrazine), C(C(=O)C)(=O)O (pyruvic acid). Run in Cl (hydrochloric acid). Product: FC(C1=CC=C(C=C1)NN=C(C(=O)O)C)(F)F (2-(4-trifluoromethylphenyl hydrazono) propionic acid). Isolated yield 89.1%. As a reaction SMILES: [F:1][C:2]([F:12])([F:11])[C:3]1[CH:8]=[CH:7][C:6]([NH:9][NH2:10])=[CH:5][CH:4]=1.[C:13]([OH:18])(=[O:17])[C:14]([CH3:16])=O>Cl>[F:1][C:2]([F:11])([F:12])[C:3]1[CH:4]=[CH:5][C:6]([NH:9][N:10]=[C:14]([CH3:16])[C:13]([OH:18])=[O:17])=[CH:7][CH:8]=1. Procedure: 4-Trifluoromethylphenyl hydrazine (8.40 g, 47.7 mmol) was suspended in 1 N hydrochloric acid (130 ml) and fully stirred with a mechanical stirrer to obtain a suspension. A aqueous solution (50 ml) of pyruvic acid (4.20 g, 47.7 mmol) was added to the suspension and vigorously stirred to a mixture. 6 hours later, the mixture was extracted with ethyl acetate and washed with a saturated brine. The washed mixture was dried on sodium sulfate and then filtered. The residue obtained by concentrating the... The reactants are ClCCl, Nc1cccnc1Cl, Nc1ccccc1C(=O)c1ccccc1. The product is Nc1cccnc1Nc1ccccc1C(=O)c1ccccc1. As a reaction SMILES: [CH2:24]([Cl:25])[Cl:26].[NH2:16][c:17]1[c:18]([Cl:23])[n:19][cH:20][cH:21][cH:22]1.[NH2:1][c:2]1[c:3]([C:4](=[O:5])[c:6]2[cH:7][cH:8][cH:9][cH:10][cH:11]2)[cH:12][cH:13][cH:14][cH:15]1>>[NH:1]([c:2]1[c:3]([C:4](=[O:5])[c:6]2[cH:7][cH:8][cH:9][cH:10][cH:11]2)[cH:12][cH:13][cH:14][cH:15]1)[c:18]1[c:17]([NH2:16])[cH:22][cH:21][cH:20][n:19]1.